This data is from the Open Reaction Database (ORD), a public repository of structured organic reaction records. The task is: describe an organic reaction: reactants, conditions, products, and yield Starting materials: N(=NC(=O)OC(C)C)C(=O)OC(C)C (Diisopropyl azodicarboxylate), C1(=CC=CC=C1)P(C1=CC=CC=C1)C1=CC=CC=C1 (triphenylphosphine), FC1=C(C#N)C=CC(=C1)O (2-fluoro-4-hydroxybenzonitrile), OCC=1C=C(C=CC1)CCC(=O)OC(C)(C)C (t-butyl 3-(3-hydroxymethylphenyl)propionate). Solvent: O1CCCC1 (tetrahydrofuran), O1CCCC1 (tetrahydrofuran). Conditions: temperature 0 celsius, time 15 minute. The product is C(#N)C1=C(C=C(OCC=2C=C(C=CC2)CCC(=O)OC(C)(C)C)C=C1)F (tert-butyl 3-[3-(4-cyano-3-fluoro-phenoxymethyl)phenyl]propionate). Yield: 13.3%. As a reaction SMILES: N(C(OC(C)C)=O)=NC(OC(C)C)=O.C1(P(C2C=CC=CC=2)C2C=CC=CC=2)C=CC=CC=1.[F:34][C:35]1[CH:42]=[C:41]([OH:43])[CH:40]=[CH:39][C:36]=1[C:37]#[N:38].O[CH2:45][C:46]1[CH:47]=[C:48]([CH2:52][CH2:53][C:54]([O:56][C:57]([CH3:60])([CH3:59])[CH3:58])=[O:55])[CH:49]=[CH:50][CH:51]=1>O1CCCC1>[C:37]([C:36]1[CH:39]=[CH:40][C:41]([O:43][CH2:45][C:46]2[CH:47]=[C:48]([CH2:52][CH2:53][C:54]([O:56][C:57]([CH3:60])([CH3:59])[CH3:58])=[O:55])[CH:49]=[CH:50][CH:51]=2)=[CH:42][C:35]=1[F:34])#[N:38]. Procedure details: Diisopropyl azodicarboxylate (2.6 g) is added portionwise to a stirred solution of triphenylphosphine (3.4 g) in dry tetrahydrofuran (40 mL) at 0° C. under nitrogen. The reaction mixture is stirred at 0° C. for 15 minutes then treated with a solution of 2-fluoro-4-hydroxybenzonitrile (0.87 g) and t-butyl 3-(3-hydroxymethylphenyl)propionate (1.5 g) in dry tetrahydrofuran (10 mL) whilst maintaining the temperature at 0-5° C. Stirring is continued at this temperature for 1 hour when the reaction mi...